From a dataset of the Open Reaction Database (ORD), a public repository of structured organic reaction records. describe an organic reaction: reactants, conditions, products, and yield Starting materials: N1=CC(=CC=C1)C(N)C(=O)O (2-(3-Pyridyl)glycine), N1=CC(=CC=C1)C=O (pyridine-3-aldehyde), COC1=CC=C(COC(=O)N=[N+]=[N-])C=C1 ((p-methoxybenzyloxycarbonyl)azide). The product is COC1=CC=C(C=C1)COC(=O)NC(C(=O)O)C=1C=NC=CC1 (α-[[[(4-methoxyphenyl)methoxy]carbonyl]amino]-3-pyridineacetic acid). As a reaction SMILES: [N:1]1[CH:6]=[CH:5][CH:4]=[C:3]([CH:7]([C:9]([OH:11])=[O:10])[NH2:8])[CH:2]=1.N1C=CC=C(C=O)C=1.[CH3:20][O:21][C:22]1[CH:34]=[CH:33][C:25]([CH2:26][O:27][C:28](N=[N+]=[N-])=[O:29])=[CH:24][CH:23]=1>>[CH3:20][O:21][C:22]1[CH:23]=[CH:24][C:25]([CH2:26][O:27][C:28]([NH:8][CH:7]([C:3]2[CH:2]=[N:1][CH:6]=[CH:5][CH:4]=2)[C:9]([OH:11])=[O:10])=[O:29])=[CH:33][CH:34]=1. Procedure: DL-2-(3-Pyridyl)glycine (prepared from pyridine-3-aldehyde by the Strecker synthesis) is reacted with (p-methoxybenzyloxycarbonyl)azide according to the procedure set forth in Example 2(a) to yield DL-α-[[[(4-methoxyphenyl)methoxy]carbonyl]amino]-3-pyridineacetic acid; m.p. 155°-156° (dec.). The reactants are COc1ccc(C2CCc3cc(OC(=O)C(C)(C)C)ccc3C2)c(NCCCc2ccc(CC(=O)O)cc2)c1, CN(C)C=O, O=C(Cl)C(=O)Cl, C1CCOC1. Yields the product COc1ccc(C2CCc3cc(OC(=O)C(C)(C)C)ccc3C2)c(NCCCc2ccc(CC(=O)Cl)cc2)c1. As a reaction SMILES: [C:1](=[O:2])([OH:3])[CH2:4][c:5]1[cH:6][cH:7][c:8]([CH2:9][CH2:10][CH2:11][NH:12][c:13]2[c:14]([CH:21]3[CH2:22][c:23]4[cH:24][cH:25][c:26]([O:31][C:32]([C:33]([CH3:34])([CH3:35])[CH3:36])=[O:37])[cH:27][c:28]4[CH2:29][CH2:30]3)[cH:15][cH:16][c:17]([O:19][CH3:20])[cH:18]2)[cH:38][cH:39]1.[CH3:40][N:41]([CH3:42])[CH:43]=[O:44].[Cl:45][C:46]([C:47]([Cl:48])=[O:49])=[O:50].[O:51]1[CH2:52][CH2:53][CH2:54][CH2:55]1>>[C:1](=[O:2])([CH2:4][c:5]1[cH:6][cH:7][c:8]([CH2:9][CH2:10][CH2:11][NH:12][c:13]2[c:14]([CH:21]3[CH2:22][c:23]4[cH:24][cH:25][c:26]([O:31][C:32]([C:33]([CH3:34])([CH3:35])[CH3:36])=[O:37])[cH:27][c:28]4[CH2:29][CH2:30]3)[cH:15][cH:16][c:17]([O:19][CH3:20])[cH:18]2)[cH:38][cH:39]1)[Cl:45]. Starting materials: COC([C@@H](NC([C@H]1N(CCC1)S(=O)(=O)C1=CC=C(C=C1)C)=O)CC1=CC=C(C=C1)[N+](=O)[O-])=O (Toluene-4-sulfonyl-L-prolyl-(4-nitro)phenylalanine methyl ester), P(Cl)(Cl)(Cl)(Cl)Cl (PCl5), C1=CC=CC=C1 (benzene), N=[N+]=[N-] (hydrazoic acid), C1=CC=CC=C1 (benzene), C1=CC=CC=C1 (benzene). Run at time 90 minute. The product is C1(=CC=C(C=C1)S(=O)(=O)N1C(CCC1)C1=NN=NN1[C@@](C(=O)O)(C)CC1=CC=C(C=C1)[N+](=O)[O-])C ((2S)-2-[5-(N-(Toluene-4-sulfonyl)pyrrolidin-2-yl)tetrazol-1-yl]-2-(4-nitrobenzyl)propionic Acid). Reaction SMILES: C[O:2][C:3](=[O:33])[C@H:4]([CH2:23][C:24]1[CH:29]=[CH:28][C:27]([N+:30]([O-:32])=[O:31])=[CH:26][CH:25]=1)[NH:5][C:6](=O)[C@@H:7]1[CH2:11][CH2:10][CH2:9][N:8]1[S:12]([C:15]1[CH:20]=[CH:19][C:18]([CH3:21])=[CH:17][CH:16]=1)(=[O:14])=[O:13].P(Cl)(Cl)(Cl)(Cl)Cl.[NH:40]=[N+:41]=[N-:42].[CH:43]1C=CC=CC=1>>[C:18]1([CH3:21])[CH:17]=[CH:16][C:15]([S:12]([N:8]2[CH2:9][CH2:10][CH2:11][CH:7]2[C:6]2[N:5]([C@:4]([CH2:23][C:24]3[CH:29]=[CH:28][C:27]([N+:30]([O-:32])=[O:31])=[CH:26][CH:25]=3)([CH3:43])[C:3]([OH:2])=[O:33])[N:42]=[N:41][N:40]=2)(=[O:13])=[O:14])=[CH:20][CH:19]=1. Procedure: N-(Toluene-4-sulfonyl-L-prolyl-(4-nitro)phenylalanine methyl ester was mixed with an equimolar amount of PCl5 in dry benzene and stirred for 90 minutes. The yellow solution was treated with a solution of hydrazoic acid in benzene and the mixture was stirred at room temperature for 2 hours, then it was diluted with benzene and washed with satd. NaHCO3 and brine. The organic layer was dried and evaporated to give a light yellow foam. The title compound was prepared from the product of the last rea... The reactants are O=C1NC(=O)c2ccc(Br)cc2C1=CNCc1ccc(O)c(O)c1, O=C([O-])[O-], CN(C)C=O, CCI, [K+], [K+]. Product: CCOc1ccc(CNC=C2C(=O)NC(=O)c3ccc(Br)cc32)cc1O. As a reaction SMILES: [Br:10][c:11]1[cH:12][c:13]2[c:18]([cH:19][cH:20]1)[C:17](=[O:21])[NH:16][C:15](=[O:22])[C:14]2=[CH:23][NH:24][CH2:25][c:26]1[cH:27][c:28]([OH:33])[c:29]([OH:32])[cH:30][cH:31]1.[C:4](=[O:5])([O-:6])[O-:7].[CH3:34][N:35]([CH3:36])[CH:37]=[O:38].[I:1][CH2:2][CH3:3].[K+:8].[K+:9]>>[CH2:2]([CH3:3])[O:32][c:29]1[c:28]([OH:33])[cH:27][c:26]([CH2:25][NH:24][CH:23]=[C:14]2[c:13]3[cH:12][c:11]([Br:10])[cH:20][cH:19][c:18]3[C:17](=[O:21])[NH:16][C:15]2=[O:22])[cH:31][cH:30]1.